This data is from the Open Reaction Database (ORD), a public repository of structured organic reaction records. The task is: describe an organic reaction: reactants, conditions, products, and yield Reaction SMILES: C([Li])(C)(C)C.F[B-](F)(F)F.[CH:11]([S+:14]([C:21]1[CH:26]=[CH:25][CH:24]=[CH:23][CH:22]=1)[C:15]1[CH:20]=[CH:19][CH:18]=[CH:17][CH:16]=1)([CH3:13])[CH3:12]>CCCCC.O1CCCC1>[C:21]1([S:14]([C:15]2[CH:16]=[CH:17][CH:18]=[CH:19][CH:20]=2)=[C:11]([CH3:13])[CH3:12])[CH:22]=[CH:23][CH:24]=[CH:25][CH:26]=1. Reported procedure: 2 ml of a solution of 1.6M of tert.-butyllithium in pentane were added dropwise at -70° C. under an inert atmosphere to a stirred mixture of 950 mg of the tetrafluoroborate of isopropyldiphenylsulfonium in 15 ml of tetrahydrofuran and the mixture was stirred at -70° C. for 30 minutes to obtain a solution of diphenylisopropylidene sulfurane. The said solution at -70° C. was added slowly with stirring under an inert atmosphere to a mixture of 350 mg of 5(RS)methoxy-2,5-dihydrofuran-2-one [prepared... Reactants: solution, C(C)(C)(C)[Li] (tert.-butyllithium), F[B-](F)(F)F (tetrafluoroborate), C(C)(C)[S+](C1=CC=CC=C1)C1=CC=CC=C1 (isopropyldiphenylsulfonium). Run in CCCCC (pentane), O1CCCC1 (tetrahydrofuran). Product: C1(=CC=CC=C1)S(=C(C)C)C1=CC=CC=C1 (diphenylisopropylidene sulfurane). Conditions: temperature -70 celsius, time 30 minute.